This data is from the Open Reaction Database (ORD), a public repository of structured organic reaction records. The task is: describe an organic reaction: reactants, conditions, products, and yield Reactants: C(C)[C@H]1C(NC2=CC(=CC=C2N1S(=O)(=O)C1=CC=C(C=C1)OC)F)=O ((3S)-3-Ethyl-7-fluoro-4-[(4-methoxyphenyl)sulfonyl]-3,4-dihydroquinoxalin-2(1H)-one), ICC (iodoethane), C(C)[C@@H]1C(N(C2=CC(=CC=C2N1C(C1=CC=C(C=C1)OC)=O)F)C)=O ((3R)-3-ethyl-7-fluoro-4-(4-methoxybenzoyl)-1-methyl-3,4-dihydroquinoxalin-2(1H)-one). Product: C(C)N1C([C@@H](N(C2=CC=C(C=C12)F)S(=O)(=O)C1=CC=C(C=C1)OC)CC)=O ((3S)-1,3-diethyl-7-fluoro-4-[(4-methoxyphenyl)sulfonyl]-3,4-dihydroquinoxalin-2(1H)-one). As a reaction SMILES: [CH2:1]([C@@H:3]1[N:12]([S:13]([C:16]2[CH:21]=[CH:20][C:19]([O:22][CH3:23])=[CH:18][CH:17]=2)(=[O:15])=[O:14])[C:11]2[C:6](=[CH:7][C:8]([F:24])=[CH:9][CH:10]=2)[NH:5][C:4]1=[O:25])[CH3:2].I[CH2:27][CH3:28].C([C@H]1N(C(=O)C2C=CC(OC)=CC=2)C2C(=CC(F)=CC=2)N(C)C1=O)C>>[CH2:27]([N:5]1[C:6]2[C:11](=[CH:10][CH:9]=[C:8]([F:24])[CH:7]=2)[N:12]([S:13]([C:16]2[CH:21]=[CH:20][C:19]([O:22][CH3:23])=[CH:18][CH:17]=2)(=[O:14])=[O:15])[C@@H:3]([CH2:1][CH3:2])[C:4]1=[O:25])[CH3:28]. Reported procedure: (3S)-3-Ethyl-7-fluoro-4-[(4-methoxyphenyl)sulfonyl]-3,4-dihydroquinoxalin-2(1H)-one (see Example 29) was treated with iodoethane according to the procedure for the preparation of (3R)-3-ethyl-7-fluoro-4-(4-methoxybenzoyl)-1-methyl-3,4-dihydroquinoxalin-2(1H)-one (see Example 1) to yield (3S)-1,3-diethyl-7-fluoro-4-[(4-methoxyphenyl)sulfonyl]-3,4-dihydroquinoxalin-2(1H)-one. MS (ESI) m/z 393 ([M+H]+); Anal. Calcd for C19H21FN2O4S: C, 58.15; H, 5.39; N, 7.14. Found: C, 58.36; H, 5.56; N, 7.05. Reactants: C[Al](C)C, Cc1ccccc1, NCc1ccc(Cl)cc1, Cl, CCOC(=O)c1cnc2ccc(I)cn2c1=O, O. The product is O=C(NCc1ccc(Cl)cc1)c1cnc2ccc(I)cn2c1=O. As a reaction SMILES: [CH3:10][Al:11]([CH3:12])[CH3:13].[CH3:32][c:33]1[cH:34][cH:35][cH:36][cH:37][cH:38]1.[Cl:1][c:2]1[cH:3][cH:4][c:5]([CH2:6][NH2:7])[cH:8][cH:9]1.[ClH:31].[I:14][c:15]1[cH:16][cH:17][c:18]2[n:19]([c:20](=[O:29])[c:21]([C:24](=[O:25])[O:26][CH2:27][CH3:28])[cH:22][n:23]2)[cH:30]1.[OH2:39]>>[Cl:1][c:2]1[cH:3][cH:4][c:5]([CH2:6][NH:7][C:24]([c:21]2[c:20](=[O:29])[n:19]3[c:18]([cH:17][cH:16][c:15]([I:14])[cH:30]3)[n:23][cH:22]2)=[O:25])[cH:8][cH:9]1.